Dataset: the Open Reaction Database (ORD), a public repository of structured organic reaction records. Task: describe an organic reaction: reactants, conditions, products, and yield Procedure details: A solution of 31 mg (0.055 mmol) of 2-(1-benzyl-2-triisopropylsilanyloxymethyl-1H-indol-5-yl)-1,1,1,3,3,3-hexafluoro-propan-2-ol (example 41.3) in 1 mL of methanol was hydrogenated at atmospheric pressure for 12 hours in the presence of 30 mg of Pd/C (10% Pd). Removal of the catalyst by filtration through decalite and evaporation of the solvent yielded 20 mg (93%) of 2-(1-benzyl-2-methyl-1H-indol-5-yl)-1,1,1,3,3,3-hexafluoro-propan-2-ol, red solid, MS: 388 (MH+). Yields the product C(C1=CC=CC=C1)N1C(=CC2=CC(=CC=C12)C(C(F)(F)F)(C(F)(F)F)O)C (2-(1-benzyl-2-methyl-1H-indol-5-yl)-1,1,1,3,3,3-hexafluoro-propan-2-ol). Solvent: CO (methanol). Reactants: C(C1=CC=CC=C1)N1C(=CC2=CC(=CC=C12)C(C(F)(F)F)(C(F)(F)F)O)CO[Si](C(C)C)(C(C)C)C(C)C (2-(1-benzyl-2-triisopropylsilanyloxymethyl-1H-indol-5-yl)-1,1,1,3,3,3-hexafluoro-propan-2-ol). Reagents/catalysts: [Pd] (Pd/C). Yield: 93.9%. Reaction SMILES: [CH2:1]([N:8]1[C:16]2[C:11](=[CH:12][C:13]([C:17]([OH:26])([C:22]([F:25])([F:24])[F:23])[C:18]([F:21])([F:20])[F:19])=[CH:14][CH:15]=2)[CH:10]=[C:9]1[CH2:27]O[Si](C(C)C)(C(C)C)C(C)C)[C:2]1[CH:7]=[CH:6][CH:5]=[CH:4][CH:3]=1>CO.[Pd]>[CH2:1]([N:8]1[C:16]2[C:11](=[CH:12][C:13]([C:17]([OH:26])([C:18]([F:21])([F:19])[F:20])[C:22]([F:23])([F:24])[F:25])=[CH:14][CH:15]=2)[CH:10]=[C:9]1[CH3:27])[C:2]1[CH:3]=[CH:4][CH:5]=[CH:6][CH:7]=1. Starting materials: CN (methylamine), ClC=1C=CC(=NC1)NC(C1=C(C=CC(=C1)Cl)NC(=O)C=1SC=C(C1Cl)CCl)=O (N-(5-chloropyridin-2-yl)-2-[((4-(chloromethyl)-3-chlorothiophen-2-yl)carbonyl)amino]-5-chlorobenzamide), O (water). The solvent is CN(C)C=O (DMF). Product: ClC=1C=CC(=NC1)NC(C1=C(C=CC(=C1)Cl)NC(=O)C=1SC=C(C1Cl)CNC)=O (N-(5-chloropyridin-2-yl)-2-[((4-((methylamino)methyl)-3-chlorothiophen-2-yl)carbonyl)amino]-5-chlorobenzamide). Isolated yield 37.2%. RXN SMILES: [CH3:1][NH2:2].[Cl:3][C:4]1[CH:5]=[CH:6][C:7]([NH:10][C:11](=[O:30])[C:12]2[CH:17]=[C:16]([Cl:18])[CH:15]=[CH:14][C:13]=2[NH:19][C:20]([C:22]2[S:23][CH:24]=[C:25]([CH2:28]Cl)[C:26]=2[Cl:27])=[O:21])=[N:8][CH:9]=1.O>CN(C=O)C>[Cl:3][C:4]1[CH:5]=[CH:6][C:7]([NH:10][C:11](=[O:30])[C:12]2[CH:17]=[C:16]([Cl:18])[CH:15]=[CH:14][C:13]=2[NH:19][C:20]([C:22]2[S:23][CH:24]=[C:25]([CH2:28][NH:2][CH3:1])[C:26]=2[Cl:27])=[O:21])=[N:8][CH:9]=1. Procedure: To methylamine (2.0 M in tetrahydrofuran, 16 mL, 32 mmol) was added a solution of N-(5-chloropyridin-2-yl)-2-[((4-(chloromethyl)-3-chlorothiophen-2-yl)carbonyl)amino]-5-chlorobenzamide (3.0 g, 6.3 mmol) in DMF (10 mL) and the mixture stirred at ambient temperature. After 4 hours the reaction mixture was poured into water (100 mL), concentrated in vacuo to remove the tetrahydrofuran and extracted with ethyl acetate (2×75 mL). The combined organics were washed with brine (75 mL), dried over MgSO4 ... Reactants: CCOC(C)=O, CCCN, CCCCCC, Cc1c(C)c2c(c(C)c1NC(=O)OCC(Cl)(Cl)Cl)C(c1ccc(C(C)C)cc1)CO2. Product: CCCNC(=O)Nc1c(C)c(C)c2c(c1C)C(c1ccc(C(C)C)cc1)CO2. Reaction SMILES: [C:35]([O:36][CH2:37][CH3:38])(=[O:39])[CH3:40].[CH2:31]([CH2:32][CH3:33])[NH2:34].[CH3:41][CH2:42][CH2:43][CH2:44][CH2:45][CH3:46].[CH:1]([CH3:2])([CH3:3])[c:4]1[cH:5][cH:6][c:7]([CH:10]2[CH2:11][O:12][c:13]3[c:14]2[c:15]([CH3:30])[c:16]([NH:21][C:22]([O:23][CH2:25][C:26]([Cl:27])([Cl:28])[Cl:29])=[O:24])[c:17]([CH3:20])[c:18]3[CH3:19])[cH:8][cH:9]1>>[CH:1]([CH3:2])([CH3:3])[c:4]1[cH:5][cH:6][c:7]([CH:10]2[CH2:11][O:12][c:13]3[c:14]2[c:15]([CH3:30])[c:16]([NH:21][C:22](=[O:23])[NH:34][CH2:31][CH2:32][CH3:33])[c:17]([CH3:20])[c:18]3[CH3:19])[cH:8][cH:9]1. Product: C(C)(C)(C)OC(NCC(C1=CC=CC=C1)N1C(C2=CC=CC=C2C1=O)=O)=O ([2-(1,3-dioxo-1,3-dihydro-isoindol-2-yl)-2-phenyl-ethyl]-carbamic acid tert-butyl ester). Procedure: To a solution of (2-hydroxy-2-phenyl-ethyl)-carbamic acid tert-butyl ester (34.4 g, 145.0 mmol), phthalimide (21.3 g, 145 mmol), and PPh3 (49.4 g, 188.5 mmol) was added drop-wise DEAD (32.8 g, 188.5 mmol) under stirring at 0° C. After addition, the mixture was stirred at room temperature for an additional 1 hour. The mixture was concentrated under reduced pressure. The residue was purified by column chromatography on silica gel (petroleum ether:ethyl acetate, 20:1 to 5:1) to give [2-(1,3-dioxo-1... Conditions: temperature 0 celsius. Reaction SMILES: [C:1]([O:5][C:6](=[O:17])[NH:7][CH2:8][CH:9](O)[C:10]1[CH:15]=[CH:14][CH:13]=[CH:12][CH:11]=1)([CH3:4])([CH3:3])[CH3:2].[C:18]1(=[O:28])[NH:22][C:21](=[O:23])[C:20]2=[CH:24][CH:25]=[CH:26][CH:27]=[C:19]12.C1C=CC(P(C2C=CC=CC=2)C2C=CC=CC=2)=CC=1.CCOC(/N=N/C(OCC)=O)=O>>[C:1]([O:5][C:6](=[O:17])[NH:7][CH2:8][CH:9]([N:22]1[C:18](=[O:28])[C:19]2[C:20](=[CH:24][CH:25]=[CH:26][CH:27]=2)[C:21]1=[O:23])[C:10]1[CH:15]=[CH:14][CH:13]=[CH:12][CH:11]=1)([CH3:4])([CH3:3])[CH3:2]. Starting materials: C(C)(C)(C)OC(NCC(C1=CC=CC=C1)O)=O ((2-hydroxy-2-phenyl-ethyl)-carbamic acid tert-butyl ester), C1(C=2C(C(N1)=O)=CC=CC2)=O (phthalimide), C1=CC=C(C=C1)P(C2=CC=CC=C2)C3=CC=CC=C3 (PPh3), CCOC(=O)/N=N/C(=O)OCC (DEAD). Reactants: ClC1=C(OC2=C(C(=O)O)C=C(C=N2)F)C=C(C=C1)Cl (2-(2,5-Dichloro-phenoxy)-5-fluoro-nicotinic acid), CC=1C=C2CCCNC2=CC1 (6-methyl-1,2,3,4-tetrahydro-quinoline), C(C)NC1=CC=CC=C1 (ethyl-phenyl-amine). Product: ClC1=C(OC2=C(C(=O)N(C3=CC=CC=C3)CC)C=C(C=N2)F)C=C(C=C1)Cl (2-(2,5-Dichloro-phenoxy)-N-ethyl-5-fluoro-N-phenyl-nicotinamide). As a reaction SMILES: [Cl:1][C:2]1[CH:18]=[CH:17][C:16]([Cl:19])=[CH:15][C:3]=1[O:4][C:5]1[N:13]=[CH:12][C:11]([F:14])=[CH:10][C:6]=1[C:7]([OH:9])=O.C[C:21]1[CH:22]=[C:23]2[C:28](=[CH:29][CH:30]=1)[NH:27][CH2:26][CH2:25]C2.C(NC1C=CC=CC=1)C>>[Cl:1][C:2]1[CH:18]=[CH:17][C:16]([Cl:19])=[CH:15][C:3]=1[O:4][C:5]1[N:13]=[CH:12][C:11]([F:14])=[CH:10][C:6]=1[C:7]([N:27]([CH2:26][CH3:25])[C:28]1[CH:29]=[CH:30][CH:21]=[CH:22][CH:23]=1)=[O:9]. Procedure details: The title compound was prepared in analogy to Example 31, Step 2, replacing 2-(2,5-dichloro-phenoxy)-nicotinic acid with 2-(2,5-dichloro-phenoxy)-5-fluoro-nicotinic acid (Example 80, Step 1) and 6-methyl-1,2,3,4-tetrahydro-quinoline with ethyl-phenyl-amine ([CAS RN 103-69-5]). MS (ISP): 405.0 [M+H]+. Starting materials: C([O-])(O)=O.[Na+] (sodium bicarbonate), C[C@@]12C=CC[C@H]1[C@@H]1CCC3=CC(CC[C@]3(C)[C@H]1CC2)=O (androsta-4,16-dien-3-one), COC(C)(C)OC (2.2-dimethoxypropane), CO (methanol). The reagents and catalysts are O.C1(=CC=C(C=C1)S(=O)(=O)O)C (p-toluenesulfonic acid monohydrate). Solvent: CN(C)C=O (DMF). Product: COC1=CC2=CC[C@H]3[C@@H]4CC=C[C@@]4(C)CC[C@@H]3[C@]2(CC1)C (Androsta-3,5,16-trien-3-yl Methyl Ether). The yield is 44.5%. As a reaction SMILES: [CH3:1][C@:2]12[CH2:19][CH2:18][C@H:17]3[C@@H:7]([CH2:8][CH2:9][C:10]4[C@:15]3([CH3:16])[CH2:14][CH2:13][C:12](=[O:20])[CH:11]=4)[C@@H:6]1[CH2:5][CH:4]=[CH:3]2.[CH3:21]OC(OC)(C)C.CO.C(=O)(O)[O-].[Na+]>CN(C=O)C.O.C1(C)C=CC(S(O)(=O)=O)=CC=1>[CH3:21][O:20][C:12]1[CH2:13][CH2:14][C@@:15]2([CH3:16])[C:10](=[CH:9][CH2:8][C@@H:7]3[C@@H:17]2[CH2:18][CH2:19][C@@:2]2([CH3:1])[C@H:6]3[CH2:5][CH:4]=[CH:3]2)[CH:11]=1 |f:3.4,6.7|. Procedure details: To a partial solution of androsta-4,16-dien-3-one (1.00 g, 3.70 mmol) in 2.2-dimethoxypropane (5.0 mL, 41 mmol) and 5 mL DMF were added methanol (0.2 mL) and p-toluenesulfonic acid monohydrate (26.4 mg, 0.139 mmol). The mixture was refluxed 5 h, after which it was cooled and sodium bicarbonate (152.5 mg) was added. The suspension was partitioned between 50 mL of ice water and 50 mL of ethyl acetate. The organic layer was washed with two 50 mL portions of water+50 mL of brine, dried over magnesiu... Starting materials: COC(=O)OC, CC(C)(C)[O-], CC(C)(C)O, NC(=O)C(O)c1c(F)cccc1Cl, [K+]. Yields the product O=C1NC(=O)C(c2c(F)cccc2Cl)O1. As a reaction SMILES: [CH3:14][O:15][C:16]([O:17][CH3:18])=[O:19].[CH3:20][C:21]([CH3:22])([O-:23])[CH3:24].[CH3:26][C:27]([OH:28])([CH3:29])[CH3:30].[Cl:1][c:2]1[c:3]([CH:9]([C:10](=[O:11])[NH2:12])[OH:13])[c:4]([F:8])[cH:5][cH:6][cH:7]1.[K+:25]>>[Cl:1][c:2]1[c:3]([CH:9]2[C:10](=[O:11])[NH:12][C:14](=[O:15])[O:13]2)[c:4]([F:8])[cH:5][cH:6][cH:7]1.